This data is from the Open Reaction Database (ORD), a public repository of structured organic reaction records. The task is: describe an organic reaction: reactants, conditions, products, and yield Starting materials: CCN=C=NCCCN(C)C.Cl (EDCI.HCl), C=1C=CC2=C(C1)N=NN2O (HOBt), CCN(C(C)C)C(C)C (DIEA), FC=1C=CC(=C(C(=O)O)C1)C(F)(F)F (5-fluoro-2-trifluoromethyl-benzoic acid), C(C)(C)(C)OC(=O)N1CCNCC1 (piperazine-1-carboxylic acid tert-butyl ester). The solvent is CN(C)C=O (DMF), O (water). Conditions: temperature 10 celsius, time 8 hour. Yields the product C(C)(C)(C)OC(=O)N1CCN(CC1)C(C1=C(C=CC(=C1)F)C(F)(F)F)=O (4-(5-fluoro-2-trifluoromethyl-benzoyl)-piperazine-1-carboxylic acid tert-butyl ester). Isolated yield 88.9%. Reaction SMILES: C1C=CC2N(O)N=NC=2C=1.CCN(C(C)C)C(C)C.[F:20][C:21]1[CH:22]=[CH:23][C:24]([C:30]([F:33])([F:32])[F:31])=[C:25]([CH:29]=1)[C:26]([OH:28])=O.CCN=C=NCCCN(C)C.Cl.[C:46]([O:50][C:51]([N:53]1[CH2:58][CH2:57][NH:56][CH2:55][CH2:54]1)=[O:52])([CH3:49])([CH3:48])[CH3:47]>CN(C=O)C.O>[C:46]([O:50][C:51]([N:53]1[CH2:58][CH2:57][N:56]([C:26](=[O:28])[C:25]2[CH:29]=[C:21]([F:20])[CH:22]=[CH:23][C:24]=2[C:30]([F:33])([F:32])[F:31])[CH2:55][CH2:54]1)=[O:52])([CH3:49])([CH3:47])[CH3:48] |f:3.4|. Reported procedure: HOBt (163 mg, 1.2 mmol) and DIEA (373 mg, 2.9 mmol) were added to a stirred solution of 5-fluoro-2-trifluoromethyl-benzoic acid (200 mg, 0.9 mmol) in DMF (1.0 mL) and the resulting mixture was cooled to 10° C. EDCI.HCl (231 mg, 1.2 mmol) followed by piperazine-1-carboxylic acid tert-butyl ester (197 mg, 1.0 mmol) were then added and the mixture was stirred at room temperature overnight. The reaction mixture was diluted with water and the product extracted with ethyl acetate. The ethyl acetate la... Reactants: ClC=1C=C(C#N)C=CC1OCC=1C=NC(=C(C1)Cl)OC (3-chloro-4-[(5-chloro-6-methoxypyridin-3-yl)methoxy]benzonitrile), C([O-])([O-])=O.[K+].[K+] (potassium carbonate), OO (hydrogen peroxide). Solvent: CS(=O)C (DMSO). Run at time 1 hour. The product is ClC=1C=C(C(=O)N)C=CC1OCC=1C=NC(=C(C1)Cl)OC (3-Chloro-4-[(5-chloro-6-methoxypyridin-3-yl)methoxy]benzamide). Yield: 43.7%. RXN SMILES: [Cl:1][C:2]1[CH:3]=[C:4]([CH:7]=[CH:8][C:9]=1[O:10][CH2:11][C:12]1[CH:13]=[N:14][C:15]([O:19][CH3:20])=[C:16]([Cl:18])[CH:17]=1)[C:5]#[N:6].C(=O)([O-])[O-:22].[K+].[K+].OO>CS(C)=O>[Cl:1][C:2]1[CH:3]=[C:4]([CH:7]=[CH:8][C:9]=1[O:10][CH2:11][C:12]1[CH:13]=[N:14][C:15]([O:19][CH3:20])=[C:16]([Cl:18])[CH:17]=1)[C:5]([NH2:6])=[O:22] |f:1.2.3|. Procedure details: To a suspension of 3-chloro-4-[(5-chloro-6-methoxypyridin-3-yl)methoxy]benzonitrile (Preparation 30, 64 mg, 0.21 mmol) and potassium carbonate (57 mg, 0.414 mmol) in DMSO (5 mL) was added hydrogen peroxide (141 mL, 4.14 mmol) and the reaction stirred at room temperature for 1 hour. The reaction was quenched with water (10 mL) and extracted with EtOAc (10 mL). The organic layer was washed with water (2×10 mL), dried over sodium sulfate and concentrated in vacuo to afford a white solid, which was ...